This data is from the Open Reaction Database (ORD), a public repository of structured organic reaction records. The task is: describe an organic reaction: reactants, conditions, products, and yield The reactants are [Br-], C1CCOC1, COc1c(C(=O)O)ccc2ccccc12, Cc1ccccc1[Mg+], O, O=C(O)c1ccccc1F. The product is Cc1ccccc1-c1c(C(=O)O)ccc2ccccc12. As a reaction SMILES: [Br-:1].[CH2:36]1[O:37][CH2:38][CH2:39][CH2:40]1.[CH3:10][O:11][c:12]1[c:13]([C:22](=[O:23])[OH:24])[cH:14][cH:15][c:16]2[cH:17][cH:18][cH:19][cH:20][c:21]12.[CH3:2][c:3]1[c:4]([Mg+:9])[cH:5][cH:6][cH:7][cH:8]1.[OH2:25].[OH:26][C:27]([c:28]1[c:29]([F:30])[cH:31][cH:32][cH:33][cH:34]1)=[O:35]>>[CH3:2][c:3]1[c:4](-[c:12]2[c:13]([C:22](=[O:23])[OH:24])[cH:14][cH:15][c:16]3[cH:17][cH:18][cH:19][cH:20][c:21]23)[cH:5][cH:6][cH:7][cH:8]1. Reactants: FC=1C=C(C=C(C1)F)O (3,5-difluorophenol), COC(\C=C(\C)/NC(CBr)=O)=O ((Z)-methyl-3-(2-bromoacetamido)but-2-enoate), C(=O)([O-])[O-].[K+].[K+] (K2CO3). Solvent: CC(=O)C (acetone). The product is COC(\C=C(\C)/NC(COC1=CC(=CC(=C1)F)F)=O)=O ((Z)-methyl-3-(2-(3,5-difluorophenoxy)acetamido)but-2-enoate). The yield is 82.7%. As a reaction SMILES: C([O-])([O-])=O.[K+].[K+].[F:7][C:8]1[CH:9]=[C:10]([OH:15])[CH:11]=[C:12]([F:14])[CH:13]=1.[CH3:16][O:17][C:18](=[O:27])/[CH:19]=[C:20](\[NH:22][C:23](=[O:26])[CH2:24]Br)/[CH3:21]>CC(C)=O>[CH3:16][O:17][C:18](=[O:27])/[CH:19]=[C:20](\[NH:22][C:23](=[O:26])[CH2:24][O:15][C:10]1[CH:9]=[C:8]([F:7])[CH:13]=[C:12]([F:14])[CH:11]=1)/[CH3:21] |f:0.1.2|. Procedure details: To a suspension of K2CO3 (1.38 g, 10.0 mmol) in acetone (50 mL) were added 3,5-difluorophenol (0.78 g, 6.00 mmol) and (Z)-methyl-3-(2-bromoacetamido)but-2-enoate (1.18 g, 5.00 mmol) and the mixture was refluxed for 5 h. The mixture was cooled to rt and filtered and the filtrate was concentrated in vacuo. To the residue was added DCM (100 mL) and the mixture was washed with water (100 mL×2) and brine (100 mL), dried over anhydrous Na2SO4 and concentrated in vacuo. The residue was purified by a si... The reactants are O(C1=CC=CC=C1)CCO (2-phenoxyethanol), CC[O-].[Na+] (sodium ethylate), O1CCOCC1 (1,4-dioxane), S(=O)(=O)(OCC)OCC (diethyl sulfate). The solvent is O (water). Conditions: temperature 60 celsius, time 30 minute. Product: O(C1=CC=CC=C1)CCOCC (ethyl 2-phenoxyethyl ether). The yield is 92.6%. RXN SMILES: [O:1]([CH2:8][CH2:9][OH:10])[C:2]1[CH:7]=[CH:6][CH:5]=[CH:4][CH:3]=1.[CH3:11][CH2:12][O-].[Na+].O1CCOCC1.S(OCC)(OCC)(=O)=O>O>[O:1]([CH2:8][CH2:9][O:10][CH2:11][CH3:12])[C:2]1[CH:7]=[CH:6][CH:5]=[CH:4][CH:3]=1 |f:1.2|. Procedure: 143.0 g (1.04 mol) of 2-phenoxyethanol, 81.0 g (1.19 mol) of sodium ethylate and 291 g of 1,4-dioxane are placed in a 1-liter four-necked flask equipped with a stirrer, a thermometer, a distillating column and a nitrogen-inlet tube. The solution is heated to 90° to 105° C., and then 200 g of the solvent is removed in a period of 2 hours. The distillating column is then replaced by a dropping funnel, and 183.5 g (1.19 mol) of diethyl sulfate is added thereto dropwise at 45° C. over a period of 30... The reactants are NC1=C(C#N)C(=CC=C1F)F (2-amino-3,6-difluorobenzonitrile), COC(N(C)C)OC (N,N-dimethylformamide dimethyl acetal). Solvent: C1(=CC=CC=C1)C (toluene). Yields the product C(#N)C1=C(C(=CC=C1F)F)N=CN(C)C (N′-(2-Cyano-3,6-difluorophenyl)-N,N-dimethylformamidine). The yield is 797.9%. As a reaction SMILES: [NH2:1][C:2]1[C:9]([F:10])=[CH:8][CH:7]=[C:6]([F:11])[C:3]=1[C:4]#[N:5].CO[CH:14](OC)[N:15]([CH3:17])[CH3:16]>C1(C)C=CC=CC=1>[C:4]([C:3]1[C:6]([F:11])=[CH:7][CH:8]=[C:9]([F:10])[C:2]=1[N:1]=[CH:14][N:15]([CH3:17])[CH3:16])#[N:5]. Procedure details: A solution of 2-amino-3,6-difluorobenzonitrile (1.92 g, 12.5 mmol) and N,N-dimethylformamide dimethyl acetal (2.2 mL, 1.3 mmol) in 15 mL of toluene was heated to reflux for 1 h. The reaction was complete based on GC-MS. The solvent was removed in vacuo and the oily residue was suspended in hexane and a small amount of ether. The mixture was then cooled in a freezer for 20 min. The resulting solid was suction filtered, washed with hexane and dried to give 2.17 g (83% yield) of the product as a ta... The reactants are O (water), O1CCOC12CCC(CC2)O (1,4-dioxaspiro[4.5]decan-8-ol), [H-].[Na+] (NaH), C(C1=CC=CC=C1)Br (benzyl bromide). The solvent is CCOC(=O)C (EtOAc), CN(C)C=O (DMF). Run at time 8 hour. Product: C(C1=CC=CC=C1)OC1CCC2(OCCO2)CC1 (8-(Benzyloxy)-1,4-dioxaspiro[4.5]decane). The yield is 82.3%. As a reaction SMILES: [O:1]1[C:5]2([CH2:10][CH2:9][CH:8]([OH:11])[CH2:7][CH2:6]2)[O:4][CH2:3][CH2:2]1.[H-].[Na+].[CH2:14](Br)[C:15]1[CH:20]=[CH:19][CH:18]=[CH:17][CH:16]=1.O>CN(C=O)C.CCOC(C)=O>[CH2:14]([O:11][CH:8]1[CH2:9][CH2:10][C:5]2([O:4][CH2:3][CH2:2][O:1]2)[CH2:6][CH2:7]1)[C:15]1[CH:20]=[CH:19][CH:18]=[CH:17][CH:16]=1 |f:1.2|. Reported procedure: To a mixture of 1,4-dioxaspiro[4.5]decan-8-ol (1.18 g, 7.46 mmol) and NaH (0.358 g, 8.96 mmol) in DMF (5 mL) at 0° C. was added benzyl bromide (1.06 mL, 8.95 mmol). After being stirred overnight under N2, water and EtOAc were added. The aqueous layer was extracted with EtOAc (3×). The combined organic layers were dried (MgSO4), concentrated and flash chromatographed using 10% EtOAc/hexane to give 1.524 g of the title compound. MS (EI) calcd: (M+1)+=249.1; found: 249.2. 1H NMR (300 MHz, CDCl3) δ ... Reactants: CC(Cl)c1cccnc1, O=C(O)c1ncn2c1CCCC2. The reagents and catalysts are O=C([O-])[O-].[Cs+].[Cs+] (cesium carbonate), [I-].[K+] (potassium iodide). Run in CN(C)C=O (DMF), CN(C)C=O (dmf), CN(C)C=O (DMF). Reaction conditions: temperature 70 celsius, time 16 hour. The product is CC(OC(=O)c1ncn2c1CCCC2)c1cccnc1.